This data is from the Open Reaction Database (ORD), a public repository of structured organic reaction records. The task is: describe an organic reaction: reactants, conditions, products, and yield Starting materials: C1=CC=CC=2C3=CC=CC=C3NC12 (carbazole), O1CCCC=C1 (3,4-dihydro 2H-pyran). Reagents/catalysts: C12(C(=O)CC(CC1)C2(C)C)CS(=O)(=O)O (camphor sulphonic acid). The solvent is C(Cl)(Cl)Cl (chloroform), C(Cl)(Cl)Cl (chloroform), C(Cl)(Cl)Cl (chloroform). Conditions: time 2 hour. The product is O1C(CCCC1)N1C2=CC=CC=C2C=2C=CC=CC12 (9-tetrahydro-2H-2-pyranyl-9H-carbazole). Isolated yield 80.2%. As a reaction SMILES: [CH:1]1[C:13]2[NH:12][C:11]3[C:6](=[CH:7][CH:8]=[CH:9][CH:10]=3)[C:5]=2[CH:4]=[CH:3][CH:2]=1.[O:14]1[CH:19]=[CH:18][CH2:17][CH2:16][CH2:15]1>C(Cl)(Cl)Cl.C12(CS(O)(=O)=O)C(C)(C)C(CC1)CC2=O>[O:14]1[CH2:19][CH2:18][CH2:17][CH2:16][CH:15]1[N:12]1[C:11]2[CH:10]=[CH:9][CH:8]=[CH:7][C:6]=2[C:5]2[C:13]1=[CH:1][CH:2]=[CH:3][CH:4]=2. Procedure details: To a stirred solution of carbazole (20.0 gm, 0.119 moles) in dry chloroform (300 ml) at 0° C., D-10 camphor sulphonic acid (5% W/W, 1.0 gm) was added followed by a solution of 3,4-dihydro 2H-pyran (0.149 moles, 13.6 ml) in dry chloroform (50 ml) dropwise over a period of 30 min. The reaction mixture was gradually warmed to room temperature and stirred at the same temperature for 2 hours. The reaction mixture was diluted with chloroform (400 ml) and washed with a solution of saturated NaHCO3 (150...